From a dataset of the Open Reaction Database (ORD), a public repository of structured organic reaction records. describe an organic reaction: reactants, conditions, products, and yield Conditions: temperature 90 celsius. Run in C1(=CC=CC=C1)C (toluene), C1(=CC=CC=C1)C (toluene). The reactants are C1(=CC=CC=C1)C=1C=CC2=C(C=C(O2)CO)C1 ((5-phenyl-benzofuran-2-yl)-methanol), COC(=O)C=1C=C(C=C(C1)N)C1=CC=CC=C1 (5-Amino-biphenyl-3-carboxylic acid methyl ester), N1=CC=CC=C1 (pyridine), C(=O)(Cl)Cl (phosgene). As a reaction SMILES: [CH3:1][O:2][C:3]([C:5]1[CH:6]=[C:7]([C:12]2[CH:17]=[CH:16][CH:15]=[CH:14][CH:13]=2)[CH:8]=[C:9]([NH2:11])[CH:10]=1)=[O:4].N1C=CC=CC=1.[C:24](Cl)(Cl)=[O:25].[C:28]1([C:34]2[CH:35]=[CH:36][C:37]3[O:41][C:40]([CH2:42][OH:43])=[CH:39][C:38]=3[CH:44]=2)[CH:33]=[CH:32][CH:31]=[CH:30][CH:29]=1>C1(C)C=CC=CC=1.CN(C1C=CN=CC=1)C>[CH3:1][O:2][C:3]([C:5]1[CH:6]=[C:7]([C:12]2[CH:17]=[CH:16][CH:15]=[CH:14][CH:13]=2)[CH:8]=[C:9]([NH:11][C:24]([O:43][CH2:42][C:40]2[O:41][C:37]3[CH:36]=[CH:35][C:34]([C:28]4[CH:29]=[CH:30][CH:31]=[CH:32][CH:33]=4)=[CH:44][C:38]=3[CH:39]=2)=[O:25])[CH:10]=1)=[O:4]. The product is COC(=O)C=1C=C(C=C(C1)NC(=O)OCC=1OC2=C(C1)C=C(C=C2)C2=CC=CC=C2)C2=CC=CC=C2 (5-(5-Phenyl-benzofuran-2-ylmethoxycarbonylamino)-biphenyl-3-carboxylic acid methyl ester). Reagents/catalysts: CN(C)C=1C=CN=CC1 (DMAP). Procedure details: To a solution of 5-amino-biphenyl-3-carboxylic acid methyl ester (crude from Step 4; 1.00 g, 4.40 mmol) and pyridine (0.711 mL, 8.80 mmol) in toluene (15 mL) at room temperature under argon was added 20% phosgene in toluene (3.3 mL, 6.3 mmol) and the mixture was heated at 90° C. for 1 h. The mixture was filtered, and the filtrate was concentrated to dryness (0.373 g). The crude material was dissolved in toluene (4 mL), (5-phenyl-benzofuran-2-yl)-methanol (0.300 g, 1.38 mmol) and DMAP (0.016 g, 0...